Dataset: the Open Reaction Database (ORD), a public repository of structured organic reaction records. Task: describe an organic reaction: reactants, conditions, products, and yield Reactants: ClC1=CC(=C(C(=C1C)O)C=1C(=C(C(=CC1C)Cl)C)O)C (5,5′-dichloro-3,3′,6,6′-tetramethyl-2,2′-biphenol). Reagents/catalysts: [OH-].[OH-].[Pd+2] (Pd(OH)2/C). Solvent: C(C)O (ethanol), O (water), C(C)N(CC)CC (triethylamine), CCOC(=O)C (EtOAc). Yields the product CC1=C(C(=C(C=C1)C)O)C=1C(=C(C=CC1C)C)O (3,3′,6,6′-tetramethyl-2,2′-biphenol). The yield is 93.8%. RXN SMILES: Cl[C:2]1[C:7]([CH3:8])=[C:6]([OH:9])[C:5]([C:10]2[C:11]([OH:19])=[C:12]([CH3:18])[C:13](Cl)=[CH:14][C:15]=2[CH3:16])=[C:4]([CH3:20])[CH:3]=1>C(O)C.O.C(N(CC)CC)C.CCOC(C)=O.[OH-].[OH-].[Pd+2]>[CH3:16][C:15]1[CH:14]=[CH:13][C:12]([CH3:18])=[C:11]([OH:19])[C:10]=1[C:5]1[C:6]([OH:9])=[C:7]([CH3:8])[CH:2]=[CH:3][C:4]=1[CH3:20] |f:5.6.7|. Reported procedure: A sample of purified 5,5′-dichloro-3,3′,6,6′-tetramethyl-2,2′-biphenol (15.0 g, 48.4 mmol) was dissolved in 100 mL of ethanol containing 10 mL of water and 20 mL of triethylamine. This solution was added to 1.0 g (dry weight basis) of moist 20% Pd(OH)2/C (Pearlman's catalyst) and hydrogenated at 50 psig for 2 hours at ambient temperature. The product was isolated by filtration of catalyst, concentration, dissolution of the residue in EtOAc, washing with water, and concentration to dryness to giv... The reactants are O (Water), BrN1C(CCC1=O)=O (N-Bromosuccinimide), C[C@@H](CCCC)OC1=NC(=C2N=CN(C2=N1)C1OCCCC1)N (2-{[(1S)-1-methylpentyl]oxy}-9-(tetrahydro-2H-pyran-2-yl)-9H-purin-6-amine), BrN1C(CCC1=O)=O (N-bromosuccinimide). Procedure details: N-Bromosuccinimide (1.504 g, 8.45 mmol) was added portionwise to a stirred solution of 2-{[(1S)-1-methylpentyl]oxy}-9-(tetrahydro-2H-pyran-2-yl)-9H-purin-6-amine (2.453 g, 7.68 mmol) in chloroform (40 ml) under at atmosphere of nitrogen cooled in an ice-bath. After 3 hours LCMS indicated the reaction to be 80% complete and more N-bromosuccinimide (0.68 g) was added and stirring continued for a further 2 hours. Water (40 ml) was added and the phases separated using a hydrophobic frit. The organic... Reaction SMILES: [Br:1]N1C(=O)CCC1=O.[CH3:9][C@H:10]([O:15][C:16]1[N:24]=[C:23]2[C:19]([N:20]=[CH:21][N:22]2[CH:25]2[CH2:30][CH2:29][CH2:28][CH2:27][O:26]2)=[C:18]([NH2:31])[N:17]=1)[CH2:11][CH2:12][CH2:13][CH3:14].O>C(Cl)(Cl)Cl>[Br:1][C:21]1[N:22]([CH:25]2[CH2:30][CH2:29][CH2:28][CH2:27][O:26]2)[C:23]2[C:19]([N:20]=1)=[C:18]([NH2:31])[N:17]=[C:16]([O:15][C@@H:10]([CH3:9])[CH2:11][CH2:12][CH2:13][CH3:14])[N:24]=2. Yields the product BrC=1N(C2=NC(=NC(=C2N1)N)O[C@H](CCCC)C)C1OCCCC1 (8-Bromo-2-{[(1S)-1-methylpentyl]oxy}-9-(tetrahydro-2H-pyran-2-yl)-9H-purin-6-amine). Run at time 3 hour. Solvent: C(Cl)(Cl)Cl (chloroform). The reactants are [N+](=O)([O-])C=1C=C(C(=O)NC=2SC=C(N2)C(F)(F)F)C=CC1[N+](=O)[O-] (3,4-dinitro-N-(4-trifluoromethyl-thiazol-2-yl)-benzamide). The solvent is CO (methanol). The product is NC=1C=C(C(=O)NC=2SC=C(N2)C(F)(F)F)C=CC1N (3,4-Diamino-N-(4-trifluoromethyl-thiazol-2-yl)-benzamide). As a reaction SMILES: [N+:1]([C:4]1[CH:5]=[C:6]([CH:19]=[CH:20][C:21]=1[N+:22]([O-])=O)[C:7]([NH:9][C:10]1[S:11][CH:12]=[C:13]([C:15]([F:18])([F:17])[F:16])[N:14]=1)=[O:8])([O-])=O>CO>[NH2:1][C:4]1[CH:5]=[C:6]([CH:19]=[CH:20][C:21]=1[NH2:22])[C:7]([NH:9][C:10]1[S:11][CH:12]=[C:13]([C:15]([F:18])([F:17])[F:16])[N:14]=1)=[O:8]. Reported procedure: Prepared analogously to example 1b by hydrogenation of 3,4-dinitro-N-(4-trifluoromethyl-thiazol-2-yl)-benzamide using 10% palladium on charcoal in methanol. Starting materials: C[O-].[Na+] (Sodium methoxide), C(C)OC(CNC1=NC=CC=C1C#N)=O ((3-Cyanopyridin-2-ylamino)-acetic acid ethyl ester). The reagents and catalysts are [Ni] (Raney nickel), [Ni] (Raney nickel). Run in CO (methanol), CO (methanol). Reaction conditions: time 48 hour. Yields the product N1CC(NCC2=C1N=CC=C2)=O (1,2,4,5-Tetrahydro-pyrido[2,3-e][1,4]diazepin-3-one). Isolated yield 32.0%. RXN SMILES: C([O:3][C:4](=O)[CH2:5][NH:6][C:7]1[C:12]([C:13]#[N:14])=[CH:11][CH:10]=[CH:9][N:8]=1)C.C[O-].[Na+]>[Ni].CO>[NH:6]1[C:7]2[N:8]=[CH:9][CH:10]=[CH:11][C:12]=2[CH2:13][NH:14][C:4](=[O:3])[CH2:5]1 |f:1.2|. Reported procedure: Raney nickel (3 g) was added to anhydrous methanol (50 mL) under argon and washed with anhydrous methanol (4×50 mL). (3-Cyanopyridin-2-ylamino)-acetic acid ethyl ester (3.35 g, 16.3 mmol) was dissolved in methanol (50 mL) and added to the Raney nickel slurry. The reaction vessel was purged with argon for 10 min. Sodium methoxide solution (16.3 mmol, 3.75 mL) was added and the argon purge was repeated (5 min). The reaction flask was charged with H2 and stirred at room temperature for 48 h. Dilute... Starting materials: ice, C(C)OCCCC(=O)OCC (ethyl 4-ethoxybutanoate), [OH-].[Na+] (NaOH). The solvent is O1CCCC1 (tetrahydrofuran). Reaction conditions: time 12 hour. Product: C(C)OCCCC(=O)O (4-ethoxybutanoic acid). Isolated yield 72.7%. RXN SMILES: [CH2:1]([O:3][CH2:4][CH2:5][CH2:6][C:7]([O:9]CC)=[O:8])[CH3:2].[OH-].[Na+]>O1CCCC1>[CH2:1]([O:3][CH2:4][CH2:5][CH2:6][C:7]([OH:9])=[O:8])[CH3:2] |f:1.2|. Reported procedure: To an ice cold stirred solution of ethyl 4-ethoxybutanoate (30) (˜1 g) in 10 mL of tetrahydrofuran (THF) was added aqueous NaOH solution (0.62 g in 7 ml of H2O) and stirred at room temperature for 12 h, while monitoring the reaction by TLC. Most of the solvent was evaporated under reduced pressure and the residue was diluted with water (10 mL). The aqueous layer was acidified with 1N HCl solution (PH˜2) and then extracted with ethyl acetate (15 mL×3). The combined organic extracts was dried over... Reactants: CC1(C)C(=O)C2CCC1CC2CCO, O, O=S(Cl)Cl, c1ccncc1. The product is CC1(C)C(=O)C2CCC1CC2CCCl. RXN SMILES: [CH3:1][C:2]1([CH3:14])[C:3](=[O:13])[CH:4]2[CH:5]([CH2:10][CH2:11][OH:12])[CH2:6][CH:7]1[CH2:8][CH2:9]2.[OH2:19].[S:15]([Cl:16])([Cl:17])=[O:18].[cH:20]1[cH:21][cH:22][n:23][cH:24][cH:25]1>>[CH3:1][C:2]1([CH3:14])[C:3](=[O:13])[CH:4]2[CH:5]([CH2:10][CH2:11][Cl:17])[CH2:6][CH:7]1[CH2:8][CH2:9]2.